From a dataset of the Open Reaction Database (ORD), a public repository of structured organic reaction records. describe an organic reaction: reactants, conditions, products, and yield Starting materials: O=S(=O)(Cl)c1ccc(Br)s1, O=C([O-])[O-], C1CCNC1, CCOC(C)=O, ClCCl, [K+], [K+]. The product is O=S(=O)(c1ccc(Br)s1)N1CCCC1. RXN SMILES: [Br:1][c:2]1[cH:3][cH:4][c:5]([S:7](=[O:8])(=[O:9])[Cl:10])[s:6]1.[C:16](=[O:17])([O-:18])[O-:19].[CH2:11]1[CH2:12][CH2:13][NH:14][CH2:15]1.[CH3:22][CH2:23][O:24][C:25](=[O:26])[CH3:27].[Cl:28][CH2:29][Cl:30].[K+:20].[K+:21]>>[Br:1][c:2]1[cH:3][cH:4][c:5]([S:7](=[O:8])(=[O:9])[N:14]2[CH2:13][CH2:12][CH2:11][CH2:15]2)[s:6]1.